Dataset: the Open Reaction Database (ORD), a public repository of structured organic reaction records. Task: describe an organic reaction: reactants, conditions, products, and yield Starting materials: O=[N+]([O-])c1cccc(Br)c1O, [H-], CI, [Na+], CN(C)C=O, O. Product: COc1c(Br)cccc1[N+](=O)[O-]. Reaction SMILES: [Br:1][c:2]1[c:3]([OH:11])[c:4]([N+:8](=[O:9])[O-:10])[cH:5][cH:6][cH:7]1.[H-:13].[I:14][CH3:15].[Na+:12].[O:17]=[CH:18][N:19]([CH3:20])[CH3:21].[OH2:16]>>[Br:1][c:2]1[c:3]([O:11][CH3:15])[c:4]([N+:8](=[O:9])[O-:10])[cH:5][cH:6][cH:7]1.